This data is from the Open Reaction Database (ORD), a public repository of structured organic reaction records. The task is: describe an organic reaction: reactants, conditions, products, and yield Starting materials: CCOC(=O)CCc1cn(Cc2ccc3cc(OCc4cccnc4C)ccc3c2)cc1-c1ccccc1, CCO, Cl, [Na+], C1CCOC1, [OH-]. The product is Cc1ncccc1COc1ccc2cc(Cn3cc(CCC(=O)O)c(-c4ccccc4)c3)ccc2c1. Reaction SMILES: [CH3:1][c:2]1[n:3][cH:4][cH:5][cH:6][c:7]1[CH2:8][O:9][c:10]1[cH:11][c:12]2[cH:13][cH:14][c:15]([CH2:20][n:21]3[cH:22][c:23]([CH2:32][CH2:33][C:34](=[O:35])[O:36][CH2:37][CH3:38])[c:24](-[c:26]4[cH:27][cH:28][cH:29][cH:30][cH:31]4)[cH:25]3)[cH:16][c:17]2[cH:18][cH:19]1.[CH3:47][CH2:48][OH:49].[ClH:46].[Na+:40].[O:41]1[CH2:42][CH2:43][CH2:44][CH2:45]1.[OH-:39]>>[CH3:1][c:2]1[n:3][cH:4][cH:5][cH:6][c:7]1[CH2:8][O:9][c:10]1[cH:11][c:12]2[cH:13][cH:14][c:15]([CH2:20][n:21]3[cH:22][c:23]([CH2:32][CH2:33][C:34](=[O:35])[OH:36])[c:24](-[c:26]4[cH:27][cH:28][cH:29][cH:30][cH:31]4)[cH:25]3)[cH:16][c:17]2[cH:18][cH:19]1. Reactants: COC(=O)CBr, O=C([O-])[O-], CN(C)C=O, [K+], [K+], O, O=[N+]([O-])c1ccc(O)cc1. Product: COC(=O)COc1ccc([N+](=O)[O-])cc1. Reaction SMILES: [Br:11][CH2:12][C:13](=[O:14])[O:15][CH3:16].[C:17](=[O:18])([O-:19])[O-:20].[CH3:23][N:24]([CH3:25])[CH:26]=[O:27].[K+:21].[K+:22].[OH2:28].[OH:1][c:2]1[cH:3][cH:4][c:5]([N+:8]([O-:9])=[O:10])[cH:6][cH:7]1>>[O:1]([c:2]1[cH:3][cH:4][c:5]([N+:8]([O-:9])=[O:10])[cH:6][cH:7]1)[CH2:12][C:13](=[O:14])[O:15][CH3:16]. Starting materials: CN(C)C=O, O=[N+]([O-])c1cc(Cl)cc(C(O)c2cc(Cl)cc([N+](=O)[O-])c2O)c1O, O=S(Cl)Cl. Product: O=[N+]([O-])c1cc(Cl)cc(C(Cl)c2cc(Cl)cc([N+](=O)[O-])c2O)c1O. Reaction SMILES: [CH3:29][N:30]([CH3:31])[CH:32]=[O:33].[Cl:1][c:2]1[cH:3][c:4]([N+:22](=[O:23])[O-:24])[c:5]([OH:21])[c:6]([CH:8]([c:9]2[c:10]([OH:19])[c:11]([N+:16](=[O:17])[O-:18])[cH:12][c:13]([Cl:15])[cH:14]2)[OH:20])[cH:7]1.[S:25]([Cl:26])([Cl:27])=[O:28]>>[Cl:1][c:2]1[cH:3][c:4]([N+:22](=[O:23])[O-:24])[c:5]([OH:21])[c:6]([CH:8]([c:9]2[c:10]([OH:19])[c:11]([N+:16](=[O:17])[O-:18])[cH:12][c:13]([Cl:15])[cH:14]2)[Cl:27])[cH:7]1. Starting materials: CCOCc1nc(C2CCNCC2)oc1-c1ccccc1, CCCCCC, CCO, COc1ccc(CCCl)cc1, Cl, [K+], [K+], O=C([O-])[O-]. Yields the product CCOCc1nc(C2CCN(CCc3ccc(OC)cc3)CC2)oc1-c1ccccc1. RXN SMILES: [CH2:13]([CH3:14])[O:15][CH2:16][c:17]1[n:18][c:19]([CH:28]2[CH2:29][CH2:30][NH:31][CH2:32][CH2:33]2)[o:20][c:21]1-[c:22]1[cH:23][cH:24][cH:25][cH:26][cH:27]1.[CH3:40][CH2:41][CH2:42][CH2:43][CH2:44][CH3:45].[CH3:46][CH2:47][OH:48].[Cl:1][CH2:2][CH2:3][c:4]1[cH:5][cH:6][c:7]([O:10][CH3:11])[cH:8][cH:9]1.[ClH:12].[K+:34].[K+:35].[O-:36][C:37]([O-:38])=[O:39]>>[CH2:2]([CH2:3][c:4]1[cH:5][cH:6][c:7]([O:10][CH3:11])[cH:8][cH:9]1)[N:31]1[CH2:30][CH2:29][CH:28]([c:19]2[n:18][c:17]([CH2:16][O:15][CH2:13][CH3:14])[c:21](-[c:22]3[cH:23][cH:24][cH:25][cH:26][cH:27]3)[o:20]2)[CH2:33][CH2:32]1.